From a dataset of the Open Reaction Database (ORD), a public repository of structured organic reaction records. describe an organic reaction: reactants, conditions, products, and yield Reactants: Cc1cc(CC(=O)OC(C)(C)C)n[nH]c1=O, C1CCOC1, CC(C)(C)[O-], CN1CCCC1=O, N#Cc1cc(C#N)cc(Oc2c([N+](=O)[O-])ccc(F)c2F)c1, [K+], O. Yields the product Cc1cc(C(C(=O)OC(C)(C)C)c2ccc([N+](=O)[O-])c(Oc3cc(C#N)cc(C#N)c3)c2F)n[nH]c1=O. RXN SMILES: [C:1]([CH3:2])([CH3:3])([CH3:4])[O:5][C:6]([CH2:7][c:8]1[n:9][nH:10][c:11](=[O:15])[c:12]([CH3:14])[cH:13]1)=[O:16].[CH2:46]1[O:47][CH2:48][CH2:49][CH2:50]1.[CH3:17][C:18]([CH3:19])([O-:20])[CH3:21].[CH3:51][N:52]1[CH2:53][CH2:54][CH2:55][C:56]1=[O:57].[F:23][c:24]1[c:25]([O:26][c:27]2[cH:28][c:29]([C:35]#[N:36])[cH:30][c:31]([C:32]#[N:33])[cH:34]2)[c:37]([N+:42](=[O:43])[O-:44])[cH:38][cH:39][c:40]1[F:41].[K+:22].[OH2:45]>>[C:1]([CH3:2])([CH3:3])([CH3:4])[O:5][C:6]([CH:7]([c:8]1[n:9][nH:10][c:11](=[O:15])[c:12]([CH3:14])[cH:13]1)[c:40]1[c:24]([F:23])[c:25]([O:26][c:27]2[cH:28][c:29]([C:35]#[N:36])[cH:30][c:31]([C:32]#[N:33])[cH:34]2)[c:37]([N+:42](=[O:43])[O-:44])[cH:38][cH:39]1)=[O:16]. Reactants: CCOC(=O)C=CCCCCCc1cccc2cncn12, CO, [Na+], [OH-]. Product: O=C(O)C=CCCCCCc1cccc2cncn12. Reaction SMILES: [CH2:1]([CH3:2])[O:3][C:4](=[O:5])[CH:6]=[CH:7][CH2:8][CH2:9][CH2:10][CH2:11][CH2:12][c:13]1[cH:14][cH:15][cH:16][c:17]2[n:18]1[cH:19][n:20][cH:21]2.[CH3:24][OH:25].[Na+:23].[OH-:22]>>[O:3]=[C:4]([OH:5])[CH:6]=[CH:7][CH2:8][CH2:9][CH2:10][CH2:11][CH2:12][c:13]1[cH:14][cH:15][cH:16][c:17]2[n:18]1[cH:19][n:20][cH:21]2. The reactants are FC1=C(C=CC(=C1)F)C(=NO)C1=CC=C(C=C1)OC ((2,4-difluoro-phenyl)-(4-methoxy-phenyl)-methanone oxime), C(C)(C)O (isopropyl alcohol), [OH-].[K+] (potassium hydroxide). The solvent is O (water), O (water). The product is FC1=CC2=C(C(=NO2)C2=CC=C(C=C2)OC)C=C1 (6-fluoro-3-(4-methoxy-phenyl)-benzo[d]isoxazole). Yield: 71.5%. As a reaction SMILES: F[C:2]1[CH:7]=[C:6]([F:8])[CH:5]=[CH:4][C:3]=1[C:9]([C:12]1[CH:17]=[CH:16][C:15]([O:18][CH3:19])=[CH:14][CH:13]=1)=[N:10][OH:11].C(O)(C)C.[OH-].[K+]>O>[F:8][C:6]1[CH:5]=[CH:4][C:3]2[C:9]([C:12]3[CH:17]=[CH:16][C:15]([O:18][CH3:19])=[CH:14][CH:13]=3)=[N:10][O:11][C:2]=2[CH:7]=1 |f:2.3|. Procedure details: Combine (2,4-difluoro-phenyl)-(4-methoxy-phenyl)-methanone oxime (277.5 g, 1.05 mol), water (200 mL) and isopropyl alcohol (1140 mL) and heat (˜75-80° C.) under a nitrogen atmosphere. Add 45% potassium hydroxide (591.5 g), in one portion, followed by water (75 mL). Immediate exotherm to 82° C. Continue heating for 5.3 hours. Cool reaction mixture to room temperature overnight. Cool reaction mixture in an ice bath, filter and wash (2×250 mL) filter cake with a cold mixture of isopropyl alcohol an... Reactants: ClC1=NC=CC(=N1)C (2-chloro-4-methylpyrimidine), O.NN (hydrazine monohydrate). The solvent is CO (MeOH). Run at time 16 hour. Yields the product N(N)C1=NC=CC(=N1)C (2-Hydrazino-4-methylpyrimidine). Yield: 75.8%. As a reaction SMILES: Cl[C:2]1[N:7]=[C:6]([CH3:8])[CH:5]=[CH:4][N:3]=1.O.[NH2:10][NH2:11]>CO>[NH:10]([C:2]1[N:7]=[C:6]([CH3:8])[CH:5]=[CH:4][N:3]=1)[NH2:11] |f:1.2|. Procedure details: To a solution of 2-chloro-4-methylpyrimidine (6.06 g, 47.1 mmol) in MeOH (40 mL) was added hydrazine monohydrate (10 mL, 206 mmol). The solution was stirred for 16 h at room temperature and then purified by reverse phase HPLC to provide 4.43 g of the title compound. (76%) as a white solid. MH+125. Starting materials: [OH-].[Na+] (sodium hydroxide), BrC=1C=C2C(=CN(C(C2=CC1)=O)S(=O)(=O)C1=CC=CC=C1)CBr (6-Bromo-4-(bromomethyl)-2-(phenylsulfonyl)isoquinolin-1(2H)-one), C[C@@H]1CN(CCN1)C(=O)OC(C)(C)C (tert-butyl (3R)-3-methylpiperazine-1-carboxylate), C(C)(C)N(C(C)C)CC (N,N-diisopropylethylamine). Run in C1CCOC1 (THF), O (water), CO (methanol). Conditions: time 16 hour. Yields the product BrC=1C=C2C(=CNC(C2=CC1)=O)CN1[C@@H](CN(CC1)C(=O)OC(C)(C)C)C (tert-Butyl (3R)-4-[(6-bromo-1-oxo-1,2-dihydroisoquinolin-4-yl)methyl]-3-methylpiperazine-1-carboxylate). Yield: 39.3%. RXN SMILES: [Br:1][C:2]1[CH:3]=[C:4]2[C:9](=[CH:10][CH:11]=1)[C:8](=[O:12])[N:7](S(C1C=CC=CC=1)(=O)=O)[CH:6]=[C:5]2[CH2:22]Br.[CH3:24][C@H:25]1[NH:30][CH2:29][CH2:28][N:27]([C:31]([O:33][C:34]([CH3:37])([CH3:36])[CH3:35])=[O:32])[CH2:26]1.C(N(CC)C(C)C)(C)C.[OH-].[Na+]>C1COCC1.CO.O>[Br:1][C:2]1[CH:3]=[C:4]2[C:9](=[CH:10][CH:11]=1)[C:8](=[O:12])[NH:7][CH:6]=[C:5]2[CH2:22][N:30]1[CH2:29][CH2:28][N:27]([C:31]([O:33][C:34]([CH3:37])([CH3:36])[CH3:35])=[O:32])[CH2:26][C@H:25]1[CH3:24] |f:3.4|. Procedure: 6-Bromo-4-(bromomethyl)-2-(phenylsulfonyl)isoquinolin-1(2H)-one (Example 11d, 2.0 g), tert-butyl (3R)-3-methylpiperazine-1-carboxylate (0.946 g) and N,N-diisopropylethylamine (1.143 mL) were dissolved in THF (10 mL) and stirred at room temperature under nitrogen for 16 h. The reaction mixture was diluted with methanol (10 mL) and treated with sodium hydroxide (0.35 g), after stirring at room temperature for 1 h, water (200 mL) was added and the reaction mixture extracted into ethyl acetate (250 ... The reactants are CCOC(C)=O, CCOC(=O)c1cc(Cl)n2nccc2n1, CCO, CC(=O)[O-], [Na+]. Yields the product CCOC(=O)c1ccn2nccc2n1. RXN SMILES: [C:24]([O:25][CH2:26][CH3:27])(=[O:28])[CH3:29].[CH2:1]([CH3:2])[O:3][C:4](=[O:5])[c:6]1[n:7][c:8]2[n:9]([c:10]([Cl:12])[cH:11]1)[n:13][cH:14][cH:15]2.[CH2:21]([OH:22])[CH3:23].[CH3:17][C:18](=[O:19])[O-:20].[Na+:16]>>[CH2:1]([CH3:2])[O:3][C:4](=[O:5])[c:6]1[n:7][c:8]2[n:9]([cH:10][cH:11]1)[n:13][cH:14][cH:15]2. Starting materials: S1C(=NC2=C1C=CC=C2)C=2C(OC1=CC(=CC=C1C2)N2CCN(CC2)CCO)=O (3-benzothiazol-2-yl-7-[4-(2-hydroxy-ethyl)-piperazin-1-yl]-chromen-2-one), C(C)(C)N(CC)C(C)C (diisopropylethylamine), S(=O)(=O)(C1=CC=C(C)C=C1)Cl (tosyl chloride). Reagents/catalysts: CN(C1=CC=NC=C1)C (4-dimethylaminopyridine). The solvent is ClCCl (dichloromethane). Reaction conditions: temperature 0 celsius, time 1 hour. Product: COC(CC=1SC2=C(N1)C=CC=C2)=O (Benzothiazol-2-yl-acetic acid methyl ester). As a reaction SMILES: [S:1]1[C:5]2[CH:6]=[CH:7][CH:8]=[CH:9][C:4]=2[N:3]=[C:2]1[C:10]1[C:11](=[O:29])[O:12][C:13]2C(C=1)=CC=C(N1CCN(CCO)CC1)C=2.C(N(C(C)C)CC)(C)C.S(Cl)(C1C=CC(C)=CC=1)(=O)=O>ClCCl.CN(C)C1C=CN=CC=1>[CH3:13][O:12][C:11](=[O:29])[CH2:10][C:2]1[S:1][C:5]2[CH:6]=[CH:7][CH:8]=[CH:9][C:4]=2[N:3]=1. Procedure details: 10 mg (0.025 mmol) 3-benzothiazol-2-yl-7-[4-(2-hydroxy-ethyl)-piperazin-1-yl]-chromen-2-one are dissolved in 3 mL dichloromethane with 2.5 mg (0.8 eq.) 4-dimethylaminopyridine and 0.013 mL (3 eq.) diisopropylethylamine, and cooled to 0° C. 5.7 mg (1.2 eq.) tosyl chloride are added and the reaction mixture stirred for one hour before being allowed to reach room temperature. After an additional two hours stirring, the reaction mixture is evaporated, the residue taken up in tetrahydrofurane and tre...